This data is from the Open Reaction Database (ORD), a public repository of structured organic reaction records. The task is: describe an organic reaction: reactants, conditions, products, and yield Starting materials: Oc1cc(-c2ccc(Cl)cc2)on1, C1CCOC1, O=S(=O)(Cl)Cl, c1ccccc1. The product is Oc1noc(-c2ccc(Cl)cc2)c1Cl. As a reaction SMILES: [Cl:1][c:2]1[cH:3][cH:4][c:5](-[c:8]2[cH:9][c:10]([OH:13])[n:11][o:12]2)[cH:6][cH:7]1.[O:19]1[CH2:20][CH2:21][CH2:22][CH2:23]1.[S:14]([Cl:15])(=[O:16])([Cl:17])=[O:18].[cH:24]1[cH:25][cH:26][cH:27][cH:28][cH:29]1>>[Cl:1][c:2]1[cH:3][cH:4][c:5](-[c:8]2[c:9]([Cl:17])[c:10]([OH:13])[n:11][o:12]2)[cH:6][cH:7]1.